This data is from the Open Reaction Database (ORD), a public repository of structured organic reaction records. The task is: describe an organic reaction: reactants, conditions, products, and yield Reactants: CN1C(NC2=C1C=CC(=C2)B2OC(C(O2)(C)C)(C)C)=O (1-methyl-5-(4,4,5,5-tetramethyl-1,3,2-dioxaborolan-2-yl)-1H-benzo[d]imidazol-2(3H)-one), IC (iodomethane), C(=O)([O-])[O-].[K+].[K+] (K2CO3). Solvent: CN(C)C=O (DMF). Conditions: time 23 hour. Yields the product CN1C(N(C2=C1C=CC(=C2)B2OC(C(O2)(C)C)(C)C)C)=O (1,3-dimethyl-5-(4,4,5,5-tetramethyl-1,3,2-dioxaborolan-2-yl)-1H-benzo[d]imidazol-2(3H)-one). As a reaction SMILES: [CH3:1][N:2]1[C:6]2[CH:7]=[CH:8][C:9]([B:11]3[O:15][C:14]([CH3:17])([CH3:16])[C:13]([CH3:19])([CH3:18])[O:12]3)=[CH:10][C:5]=2[NH:4][C:3]1=[O:20].IC.[C:23]([O-])([O-])=O.[K+].[K+]>CN(C=O)C>[CH3:1][N:2]1[C:6]2[CH:7]=[CH:8][C:9]([B:11]3[O:12][C:13]([CH3:19])([CH3:18])[C:14]([CH3:16])([CH3:17])[O:15]3)=[CH:10][C:5]=2[N:4]([CH3:23])[C:3]1=[O:20] |f:2.3.4|. Reported procedure: To a solution of 1-methyl-5-(4,4,5,5-tetramethyl-1,3,2-dioxaborolan-2-yl)-1H-benzo[d]imidazol-2(3H)-one (235 mg, 0.857 mmol) and iodomethane (0.267 mL, 4.29 mmol) in DMF (10 mL) was added K2CO3 (592 mg, 4.29 mmol). The reaction mixture was stirred for 23 h and the product was then precipitated with water. The title compound was collected by filtration. LCMS-ESI+ (m/z): [M+H]+ calcd for C15H22BN2O3: 289.2; found: 289.1. Starting materials: COC(CCC1=CC=C(C(=O)NC[C@H](N)C(=O)[O-])C=C1)=O (3-[[4-(3-methoxy-3-oxo-propyl)benzoyl]amino]-L-alaninate). The reagents and catalysts are [OH-].[OH-].[Pd+2] (Pd(OH)2 on carbon). Run in C1CCOC1 (THF), C1=CCCCC1 (cyclohexene). The product is COC(CCC1=CC=C(C(=O)NC[C@H](N)C(=O)OC(C)(C)C)C=C1)=O ((1,1-dimethyl ethyl) 3-[[4-(3-methoxy-3-oxo-propyl)benzoyl]amino]-L-alaninate). As a reaction SMILES: [CH3:1][O:2][C:3](=[O:21])[CH2:4][CH2:5][C:6]1[CH:20]=[CH:19][C:9]([C:10]([NH:12][CH2:13][C@@H:14]([C:16]([O-:18])=[O:17])[NH2:15])=[O:11])=[CH:8][CH:7]=1>C1COCC1.C1CCCCC=1.[OH-].[OH-].[Pd+2]>[CH3:1][O:2][C:3](=[O:21])[CH2:4][CH2:5][C:6]1[CH:20]=[CH:19][C:9]([C:10]([NH:12][CH2:13][C@@H:14]([C:16]([O:18][C:6]([CH3:20])([CH3:7])[CH3:5])=[O:17])[NH2:15])=[O:11])=[CH:8][CH:7]=1 |f:3.4.5|. Procedure: 128 mg of Pd(OH)2 on carbon is added to a solution of 10-4 (1.28 g, 2.64 mmol) in 35 ml of THF and 10 ml of cyclohexene, and the reaction medium is heated under reflux for 45 minutes. The temperature is brought down to approximately 20° C. followed by filtering, rinsing with ethyl acetate and evaporating under reduced pressure until a dry extract is obtained (724 mg) corresponding to the expected deprotected product.